From a dataset of the Open Reaction Database (ORD), a public repository of structured organic reaction records. describe an organic reaction: reactants, conditions, products, and yield The reactants are COCCOC, CSSC, C=C(C)c1ccc(F)cc1, O=S(=O)(Cl)Cl. The product is CSC(C)(CCl)c1ccc(F)cc1. Reaction SMILES: [CH3:20][O:21][CH2:22][CH2:23][O:24][CH3:25].[CH3:6][S:7][S:8][CH3:9].[F:10][c:11]1[cH:12][cH:13][c:14]([C:15](=[CH2:16])[CH3:17])[cH:18][cH:19]1.[S:1]([Cl:2])(=[O:3])([Cl:4])=[O:5]>>[Cl:4][CH2:16][C:15]([S:8][CH3:9])([c:14]1[cH:13][cH:12][c:11]([F:10])[cH:19][cH:18]1)[CH3:17].